From a dataset of the Open Reaction Database (ORD), a public repository of structured organic reaction records. describe an organic reaction: reactants, conditions, products, and yield Starting materials: NC1=NC=CC=C1N (2,3-diaminopyridine), C(C)O (ethanol), C(C1=CC=CC=C1)Br (benzyl bromide). Run in C(C)N(CC)CC (triethylamine). Conditions: time 3 day. Yields the product NC1=NC=CC=C1NCC1=CC=CC=C1 (2-amino-3-benzylaminopyridine). As a reaction SMILES: [NH2:1][C:2]1[C:7]([NH2:8])=[CH:6][CH:5]=[CH:4][N:3]=1.C(O)C.[CH2:12](Br)[C:13]1[CH:18]=[CH:17][CH:16]=[CH:15][CH:14]=1>C(N(CC)CC)C>[NH2:1][C:2]1[C:7]([NH:8][CH2:12][C:13]2[CH:18]=[CH:17][CH:16]=[CH:15][CH:14]=2)=[CH:6][CH:5]=[CH:4][N:3]=1. Procedure details: A mixture of 2,3-diaminopyridine (45 g), ethanol (500 ml), triethylamine (42 g) and benzyl bromide (70.5 g) was stirred at room temperature for 3 days. The solvent was evaporated in vacuo and the residue partitioned between chloroform (500 ml) and water (400 ml). The organic layer was eparated, filtered through a silica gel plug and evaporated in vacuo. The residue was triturated with hot chlorobutane to yield a brown powder. Reactants: C1OC=2C=C(CC3NCCC4=C(C=CC(=C34)OC)OC)C=CC2O1 (1-(3,4-Methylenedioxy-benzyl)-5,8-dimethoxy-1,2,3,4-tetrahydroisoquinoline), BrCC(=O)Br (2-bromoacetyl bromide), COC1=C(CN)C=CC=C1 (2-methoxy-benzylamine). The product is C1OC=2C=C(CC3N(CCC4=C(C=CC(=C34)OC)OC)CC(=O)NCC3=C(C=CC=C3)OC)C=CC2O1 (2-[1-(3,4-Methylenedioxy-benzyl)-5,8-dimethoxy-3,4-dihydro-1H-isoquinolin-2-yl]-N-(2-methoxy-benzyl)-acetamide). As a reaction SMILES: [CH2:1]1[O:24][C:23]2[CH:22]=[CH:21][C:5]([CH2:6][CH:7]3[C:16]4[C:11](=[C:12]([O:19][CH3:20])[CH:13]=[CH:14][C:15]=4[O:17][CH3:18])[CH2:10][CH2:9][NH:8]3)=[CH:4][C:3]=2[O:2]1.Br[CH2:26][C:27](Br)=[O:28].[CH3:30][O:31][C:32]1[CH:39]=[CH:38][CH:37]=[CH:36][C:33]=1[CH2:34][NH2:35]>>[CH2:1]1[O:24][C:23]2[CH:22]=[CH:21][C:5]([CH2:6][CH:7]3[C:16]4[C:11](=[C:12]([O:19][CH3:20])[CH:13]=[CH:14][C:15]=4[O:17][CH3:18])[CH2:10][CH2:9][N:8]3[CH2:26][C:27]([NH:35][CH2:34][C:33]3[CH:36]=[CH:37][CH:38]=[CH:39][C:32]=3[O:31][CH3:30])=[O:28])=[CH:4][C:3]=2[O:2]1. Reported procedure: prepared by reaction of 1-(3,4-Methylenedioxy-benzyl)-5,8-dimethoxy-1,2,3,4-tetrahydroisoquinoline and 2-bromoacetyl bromide with 2-methoxy-benzylamine Starting materials: CCOCC (Ether), OC1=C2CCC(C2=CC=C1)=O (4-hydroxy-1-indanone), FC(C(=O)[O-])(F)F.C[NH2+]C1=CC=CC=C1 (N-methyl-N-phenylammonium trifluoroacetate), O1COCOC1 (1,3,5-trioxane). The solvent is C1CCOC1 (THF). The product is OC1=C2CC(C(C2=CC=C1)=O)=C (4-hydroxy-2-methylene-1-indanone). RXN SMILES: [OH:1][C:2]1[CH:10]=[CH:9][CH:8]=[C:7]2[C:3]=1[CH2:4][CH2:5][C:6]2=[O:11].O1COCO[CH2:13]1.FC(F)(F)C([O-])=O.C[NH2+]C1C=CC=CC=1.CCOCC>C1COCC1>[OH:1][C:2]1[CH:10]=[CH:9][CH:8]=[C:7]2[C:3]=1[CH2:4][C:5](=[CH2:13])[C:6]2=[O:11] |f:2.3|. Procedure: To a solution of 4-hydroxy-1-indanone (1 g; 6.7 mmol) in THF were added, at ambient temperature and under argon, powdered 1,3,5-trioxane (1.2 g; 13.4 mmol) and N-methyl-N-phenylammonium trifluoroacetate (2.9 g; 13.4 mmol). The suspension was refluxed for 4 hours. Ether was added to the mixture and the resulting precipitate was filtered off. The organic phase was washed with water, dried over MgSO4, filtered and evaporated. The residue obtained was purified by flash chromatography on silica gel, ...